This data is from the Open Reaction Database (ORD), a public repository of structured organic reaction records. The task is: describe an organic reaction: reactants, conditions, products, and yield The reactants are CO, NCCCN1CCN(CCO)CC1, S=C=S. The product is CSC(=S)NCCCN1CCN(CCO)CC1. Reaction SMILES: [CH3:17][OH:18].[OH:1][CH2:2][CH2:3][N:4]1[CH2:5][CH2:6][N:7]([CH2:10][CH2:11][CH2:12][NH2:13])[CH2:8][CH2:9]1.[S:14]=[C:15]=[S:16]>>[OH:1][CH2:2][CH2:3][N:4]1[CH2:5][CH2:6][N:7]([CH2:10][CH2:11][CH2:12][NH:13][C:15]([S:14][CH3:17])=[S:16])[CH2:8][CH2:9]1.